From a dataset of the Open Reaction Database (ORD), a public repository of structured organic reaction records. describe an organic reaction: reactants, conditions, products, and yield The reactants are CCCCC(=O)O, FC(F)(F)c1nnc2n1N=C(N1CCC(c3ccc(OCCCN4CCNCC4)cc3)CC1)CC2. Product: CCCCC(=O)N1CCN(CCCOc2ccc(C3CCN(C4=Nn5c(nnc5C(F)(F)F)CC4)CC3)cc2)CC1. Reaction SMILES: [CH3:36][CH2:37][CH2:38][CH2:39][C:40]([OH:41])=[O:42].[N:1]1([CH2:7][CH2:8][CH2:9][O:10][c:11]2[cH:12][cH:13][c:14]([CH:17]3[CH2:18][CH2:19][N:20]([C:23]4=[N:28][n:27]5[c:26]([n:31][n:30][c:29]5[C:32]([F:33])([F:34])[F:35])[CH2:25][CH2:24]4)[CH2:21][CH2:22]3)[cH:15][cH:16]2)[CH2:2][CH2:3][NH:4][CH2:5][CH2:6]1>>[N:1]1([CH2:7][CH2:8][CH2:9][O:10][c:11]2[cH:12][cH:13][c:14]([CH:17]3[CH2:18][CH2:19][N:20]([C:23]4=[N:28][n:27]5[c:26]([n:31][n:30][c:29]5[C:32]([F:33])([F:34])[F:35])[CH2:25][CH2:24]4)[CH2:21][CH2:22]3)[cH:15][cH:16]2)[CH2:2][CH2:3][N:4]([C:40]([CH2:39][CH2:38][CH2:37][CH3:36])=[O:41])[CH2:5][CH2:6]1.